From a dataset of the Open Reaction Database (ORD), a public repository of structured organic reaction records. describe an organic reaction: reactants, conditions, products, and yield Reactants: three, COC1=C(N)C=CC=C1 (2-methoxyaniline), BrC1=CC=CC=C1 (bromobenzene), COC=1C=CC=C(C1C=2C=CC=CC2P(C3CCCCC3)C4CCCCC4)OC (S-Phos), CC(C)([O-])C.[Na+] (sodium tert-butoxide). The reagents and catalysts are C=1C=CC(=CC1)/C=C/C(=O)/C=C/C2=CC=CC=C2.C=1C=CC(=CC1)/C=C/C(=O)/C=C/C2=CC=CC=C2.C=1C=CC(=CC1)/C=C/C(=O)/C=C/C2=CC=CC=C2.[Pd].[Pd] (Pd2(dba)3). Run in hexanes, CCOC(=O)C (EtOAc), C=1(C(=CC=CC1)C)C (xylene). Yields the product COC1=C(NC2=CC=CC=C2)C=CC=C1 (2-methoxy-N-phenylaniline). RXN SMILES: [CH3:1][O:2][C:3]1[CH:9]=[CH:8][CH:7]=[CH:6][C:4]=1[NH2:5].Br[C:11]1[CH:16]=[CH:15][CH:14]=[CH:13][CH:12]=1.COC1C=CC=C(OC)C=1C1C=CC=CC=1P(C1CCCCC1)C1CCCCC1.CC(C)([O-])C.[Na+]>C1C=CC(/C=C/C(/C=C/C2C=CC=CC=2)=O)=CC=1.C1C=CC(/C=C/C(/C=C/C2C=CC=CC=2)=O)=CC=1.C1C=CC(/C=C/C(/C=C/C2C=CC=CC=2)=O)=CC=1.[Pd].[Pd].CCOC(C)=O.C1(C)C(C)=CC=CC=1>[CH3:1][O:2][C:3]1[CH:9]=[CH:8][CH:7]=[CH:6][C:4]=1[NH:5][C:11]1[CH:16]=[CH:15][CH:14]=[CH:13][CH:12]=1 |f:3.4,5.6.7.8.9|. Reported procedure: A 1 L three neck flask was charged with 2-methoxyaniline (17.65 g, 143 mmol) , bromobenzene (15 g, 96 mmol), Pd2(dba)3 (1.75 g, 1.91 mmole), S-Phos (1.56 g, 3.82 mmol), sodium tert-butoxide (18.36 g, 101 mmol) and 400 mL of xylene. The reaction mixture was refluxed for 4 hours. The product was isolated by column chromatography (5% EtOAc in hexanes) to yield the desired product. (18 g, 94%) Reactants: ClC1=NC=C(C=C1)[N+](=O)[O-] (2-Chloro-5-nitropyridine), CNC (dimethylamine), O (H2O). The solvent is CN1CCCC1=O (NMP). Product: CN(C1=NC=C(C=C1)[N+](=O)[O-])C (2-(dimethylamino)-5-nitropyridine). As a reaction SMILES: Cl[C:2]1[CH:7]=[CH:6][C:5]([N+:8]([O-:10])=[O:9])=[CH:4][N:3]=1.[CH3:11][NH:12][CH3:13].O>CN1C(=O)CCC1>[CH3:11][N:12]([CH3:13])[C:2]1[CH:7]=[CH:6][C:5]([N+:8]([O-:10])=[O:9])=[CH:4][N:3]=1. Procedure: 2-Chloro-5-nitropyridine (1.0 eq) and dimethylamine (2 M in EtOH, 4.6 eq) in NMP were heated for 2 h at 100° C. The solution was then poured slowly into H2O. The filtrate that formed was filtered and dried to give 2-(dimethylamino)-5-nitropyridine. The reactants are ClC1=C(CNC2CC2)C=CC=C1Cl (N-(2,3-dichlorobenzyl)cyclopropanamine), O=C1C[C@@H](CO1)NC(OCC1=CC=CC=C1)=O ((S)-benzyl 5-oxotetrahydrofuran-3-ylcarbamate). Reaction conditions: temperature 100 celsius. The product is C(C1=CC=CC=C1)OC(N[C@H](CO)CC(=O)N(CC1=C(C(=CC=C1)Cl)Cl)C1CC1)=O ((S)-Benzyl-4-(cyclopropyl(2,3-dichlorobenzyl)amino)-1-hydroxy-4-oxobutan-2-ylcarbamate). The yield is 52.1%. RXN SMILES: [Cl:1][C:2]1[C:12]([Cl:13])=[CH:11][CH:10]=[CH:9][C:3]=1[CH2:4][NH:5][CH:6]1[CH2:8][CH2:7]1.[O:14]=[C:15]1[O:19][CH2:18][C@@H:17]([NH:20][C:21](=[O:30])[O:22][CH2:23][C:24]2[CH:29]=[CH:28][CH:27]=[CH:26][CH:25]=2)[CH2:16]1>>[CH2:23]([O:22][C:21](=[O:30])[NH:20][C@@H:17]([CH2:16][C:15]([N:5]([CH:6]1[CH2:7][CH2:8]1)[CH2:4][C:3]1[CH:9]=[CH:10][CH:11]=[C:12]([Cl:13])[C:2]=1[Cl:1])=[O:14])[CH2:18][OH:19])[C:24]1[CH:25]=[CH:26][CH:27]=[CH:28][CH:29]=1. Procedure details: Into a 100 mL round bottom flask fitted with a reflux condenser and a nitrogen inlet, N-(2,3-dichlorobenzyl)cyclopropanamine (30.3 g, 140.3 mmol) (Example 1A) and (S)-benzyl 5-oxotetrahydrofuran-3-ylcarbamate (22.0 g, 93.5 mmol) were added. The mixture was heated without solvent at 100° C. for 24 hours. Purification by column chromatography (5%->10% MeOH/dichloromethane) gave 22.0 g (52%) of 4A. ESI-MS:m/z 451.3 (M+H)+. Reactants: C=1C=C[NH+]=CC1.[O-][Cr](=O)(=O)Cl (PCC), FC1=C(CCO)C=CC=C1 (2-fluorophenethyl alcohol), FC1=C(CCO)C=CC=C1 (2-fluorophenethyl alcohol), [Cr](=O)(=O)([O-])Cl.[NH+]1=CC=CC=C1 (pyridinium chlorochromate). Solvent: C(Cl)Cl (CH2Cl2). The product is FC1=C(C=CC=C1)CC=O ((2-fluoro-phenyl)-acetaldehyde). Isolated yield 99.0%. Reaction SMILES: [F:1][C:2]1[CH:10]=[CH:9][CH:8]=[CH:7][C:3]=1[CH2:4][CH2:5][OH:6].[Cr](Cl)([O-])(=O)=O.[NH+]1C=CC=CC=1>C(Cl)Cl>[F:1][C:2]1[CH:10]=[CH:9][CH:8]=[CH:7][C:3]=1[CH2:4][CH:5]=[O:6] |f:1.2|. Procedure: A mixture of 2-fluorophenethyl alcohol (Intermediate C1) (commercially available from Aldrich) (2.8 g, 20 mmol) in CH2Cl2 at −10° C. was oxidized by action of pyridinium chlorochromate: PCC (5 g, 23 mmol) in the presence of Celite (10 g) for 1 h at −10° C. and a couple hours at rt. The mixture was filtered through silica gel and the solvent was removed under vacuum to give (2-fluoro-phenyl)-acetaldehyde (Intermediate C2) 2.8 g (99%). Reactants: Brc1ccc2c(-c3ccccc3)csc2c1, CN1CCCC1=O, [Cl-], Cl, N#C[Cu]C#N. Yields the product N#Cc1ccc2c(-c3ccccc3)csc2c1. As a reaction SMILES: [Br:1][c:2]1[cH:3][c:4]2[c:5]([c:6](-[c:9]3[cH:10][cH:11][cH:12][cH:13][cH:14]3)[cH:7][s:8]2)[cH:15][cH:16]1.[CH3:23][N:24]1[CH2:25][CH2:26][CH2:27][C:28]1=[O:29].[Cl-:22].[ClH:30].[Cu:17]([C:18]#[N:19])[C:20]#[N:21]>>[c:2]1([C:18]#[N:19])[cH:3][c:4]2[c:5]([c:6](-[c:9]3[cH:10][cH:11][cH:12][cH:13][cH:14]3)[cH:7][s:8]2)[cH:15][cH:16]1. Reactants: C1(=CC=CC=C1)C=1N=C(OC1C1=CC=CC=C1)C1=C(C2CCC1C2)CC=2C=C(C(=O)O)C=CC2 (3-{[3-(4,5-diphenyloxazol-2-yl)bicyclo-[2.2.1]hept-2-en-2-yl]methyl}benzoic acid). The reagents and catalysts are [Pd] (Pd/C). Solvent: CO (methanol). Reaction conditions: time 8 hour. The product is C1(=CC=CC=C1)C=1N=C(OC1C1=CC=CC=C1)C1C(C2CCC1C2)CC=2C=C(C(=O)O)C=CC2 (3-{[3-(4,5-diphenyloxazol-2-yl)-bicyclo[2.2.1]hept-2-yl]methyl}benzoic acid). Isolated yield 89.6%. Reaction SMILES: [C:1]1([C:7]2[N:8]=[C:9]([C:18]3[CH:23]4[CH2:24][CH:20]([CH2:21][CH2:22]4)[C:19]=3[CH2:25][C:26]3[CH:27]=[C:28]([CH:32]=[CH:33][CH:34]=3)[C:29]([OH:31])=[O:30])[O:10][C:11]=2[C:12]2[CH:17]=[CH:16][CH:15]=[CH:14][CH:13]=2)[CH:6]=[CH:5][CH:4]=[CH:3][CH:2]=1>CO.[Pd]>[C:1]1([C:7]2[N:8]=[C:9]([CH:18]3[CH:23]4[CH2:24][CH:20]([CH2:21][CH2:22]4)[CH:19]3[CH2:25][C:26]3[CH:27]=[C:28]([CH:32]=[CH:33][CH:34]=3)[C:29]([OH:31])=[O:30])[O:10][C:11]=2[C:12]2[CH:13]=[CH:14][CH:15]=[CH:16][CH:17]=2)[CH:2]=[CH:3][CH:4]=[CH:5][CH:6]=1. Reported procedure: A mixture of 3-{[3-(4,5-diphenyloxazol-2-yl)bicyclo-[2.2.1]hept-2-en-2-yl]methyl}benzoic acid (0.3 g) and 10% Pd/C (0.1 g) in methanol (20 ml) was stirred under H2 for 8 hours. The catalyst was filtered off and filtrate was evaporated in vacuo to give 3-{[3-(4,5-diphenyloxazol-2-yl)-bicyclo[2.2.1]hept-2-yl]methyl}benzoic acid (0.27 g). Starting materials: NC1=C(C(=O)O)C=C(C=C1)C (2-amino-5-methyl-benzoic acid), NC1=C(C=C(C=C1)C)C(=O)C1=C(C=CC=C1)OC ((2-amino-5-methyl-phenyl)-(2-methoxy-phenyl)-methanone), NC=1SC=CN1 (2-aminothiazole). The product is NC1=C(C=C(C=C1)C)C(=O)C1=C(C=CC=C1)OC ((2-Amino-5-methyl-phenyl)-(2-methoxy-phenyl)-methanone), COC1=C(C(=O)C2=C(C=CC(=C2)C)NC(=O)NC=2SC=CN2)C=CC=C1 (1-[2-(2-methoxy-benzoyl)-4-methyl-phenyl]-3-thiazol-2-yl-urea). The yield is 72.0%. Reaction SMILES: NC1C=CC(C)=CC=1[C:4](O)=[O:5].[NH2:12][C:13]1[CH:18]=[CH:17][C:16]([CH3:19])=[CH:15][C:14]=1[C:20]([C:22]1[CH:27]=[CH:26][CH:25]=[CH:24][C:23]=1[O:28][CH3:29])=[O:21].[NH2:30][C:31]1[S:32][CH:33]=[CH:34][N:35]=1>>[NH2:12][C:13]1[CH:18]=[CH:17][C:16]([CH3:19])=[CH:15][C:14]=1[C:20]([C:22]1[CH:27]=[CH:26][CH:25]=[CH:24][C:23]=1[O:28][CH3:29])=[O:21].[CH3:29][O:28][C:23]1[CH:24]=[CH:25][CH:26]=[CH:27][C:22]=1[C:20]([C:14]1[CH:15]=[C:16]([CH3:19])[CH:17]=[CH:18][C:13]=1[NH:12][C:4]([NH:30][C:31]1[S:32][CH:33]=[CH:34][N:35]=1)=[O:5])=[O:21]. Reported procedure: (2-Amino-5-methyl-phenyl)-(2-methoxy-phenyl)-methanone (843 g, 35%) was prepared from 2-amino-5-methyl-benzoic acid (1.51 g, 0.1 mol) following the general procedure S. 1-[2-(2-methoxy-benzoyl)-4-methyl-phenyl]-3-thiazol-2-yl-urea (132 mg, 72%) was prepared from (2-amino-5-methyl-phenyl)-(2-methoxy-phenyl)-methanone (121 mg, 0.5 mmol) and 2-aminothiazole (0.060 g, 0.6 mmol) following the general procedure D. Reactants: Cl.ClC1=C(C=CC(=C1)F)NN (2-chloro-4-fluoro phenyl hydrazine hydrochloride), C1CCC(=O)C(=O)C1 (1,2-cyclohexadione). Run in CO (MeOH), CC(=O)O (AcOH), Cl (HCl). Reaction conditions: temperature 60 celsius, time 12 hour. Product: ClC=1C=C(C=C2C=3CCCC(C3NC12)=O)F (8-Chloro-6-fluoro-2,3,4,9-tetrahydro-1H-carbazol-1-one). Isolated yield 56.1%. Reaction SMILES: Cl.[Cl:2][C:3]1[CH:8]=[C:7]([F:9])[CH:6]=[CH:5][C:4]=1[NH:10]N.[CH2:12]1[CH2:19][C:17](=O)[C:15](=[O:16])[CH2:14][CH2:13]1>CO.CC(O)=O.Cl>[Cl:2][C:3]1[CH:8]=[C:7]([F:9])[CH:6]=[C:5]2[C:4]=1[NH:10][C:14]1[C:15](=[O:16])[CH2:17][CH2:19][CH2:12][C:13]2=1 |f:0.1|. Procedure details: To 2-chloro-4-fluoro phenyl hydrazine hydrochloride (0.3 g, 1.5 mmol) in MeOH (2.5 mL), a solution of 1,2-cyclohexadione (0.17 g, 1.5 mmol) in AcOH (2.5 mL) and conc. HCl (1 mL) were added. The resulting mixture was stirred at 60° C. for 12 h, then cooled to room temperature and MeOH was removed in vacuo. Water (25 mL) was added and the reaction mixture was basified with NaHCO3 (pH 8). The crude residue was extracted with EtOAc (2×30 mL). The combined organic extracts were washed with water (50 ... Yields the product CCc1ccc(CC(C#N)C#N)cc1. Starting materials: [Br-], O=C([O-])[O-], CCc1ccc(CBr)cc1, CCCC[N+](CCCC)(CCCC)CCCC, Cc1ccccc1, [K+], [K+], N#CCC#N, O. As a reaction SMILES: [Br-:23].[C:16](=[O:17])([O-:18])[O-:19].[CH2:1]([CH3:2])[c:3]1[cH:4][cH:5][c:6]([CH2:7][Br:8])[cH:9][cH:10]1.[CH2:24]([N+:25]([CH2:26][CH2:27][CH2:28][CH3:29])([CH2:30][CH2:31][CH2:32][CH3:33])[CH2:34][CH2:35][CH2:36][CH3:37])[CH2:38][CH2:39][CH3:40].[CH3:41][c:42]1[cH:43][cH:44][cH:45][cH:46][cH:47]1.[K+:20].[K+:21].[N:11]#[C:12][CH2:13][C:14]#[N:15].[OH2:22]>>[CH2:1]([CH3:2])[c:3]1[cH:4][cH:5][c:6]([CH2:7][CH:13]([C:12]#[N:11])[C:14]#[N:15])[cH:9][cH:10]1. The reactants are Cl, N, CCOC(=O)c1cnn(CCCCN2CCN(c3ncccn3)CC2)c1. The product is O=C(O)c1cnn(CCCCN2CCN(c3ncccn3)CC2)c1. Reaction SMILES: [ClH:28].[NH3:27].[n:1]1[c:2]([N:7]2[CH2:8][CH2:9][N:10]([CH2:13][CH2:14][CH2:15][CH2:16][n:17]3[n:18][cH:19][c:20]([C:22](=[O:23])[O:24][CH2:25][CH3:26])[cH:21]3)[CH2:11][CH2:12]2)[n:3][cH:4][cH:5][cH:6]1>>[n:1]1[c:2]([N:7]2[CH2:8][CH2:9][N:10]([CH2:13][CH2:14][CH2:15][CH2:16][n:17]3[n:18][cH:19][c:20]([C:22](=[O:23])[OH:24])[cH:21]3)[CH2:11][CH2:12]2)[n:3][cH:4][cH:5][cH:6]1.